Dataset: the Open Reaction Database (ORD), a public repository of structured organic reaction records. Task: describe an organic reaction: reactants, conditions, products, and yield As a reaction SMILES: [OH:1][CH2:2][CH2:3][NH:4][C:5](=[O:6])[NH:7][c:8]1[cH:9][cH:10][c:11](-[c:14]2[n:15][c:16]([N:24]3[CH:25]([CH3:30])[CH2:26][O:27][CH2:28][CH2:29]3)[c:17]3[c:18]([n:19]2)[CH2:20][CH2:21][NH:22][CH2:23]3)[cH:12][cH:13]1.[OH:31][C:32]([C:33](=[O:34])[OH:35])([CH3:36])[CH3:37]>>[OH:1][CH2:2][CH2:3][NH:4][C:5](=[O:6])[NH:7][c:8]1[cH:9][cH:10][c:11](-[c:14]2[n:15][c:16]([N:24]3[CH:25]([CH3:30])[CH2:26][O:27][CH2:28][CH2:29]3)[c:17]3[c:18]([n:19]2)[CH2:20][CH2:21][N:22]([C:33]([C:32]([OH:31])([CH3:36])[CH3:37])=[O:34])[CH2:23]3)[cH:12][cH:13]1. Yields the product CC1COCCN1c1nc(-c2ccc(NC(=O)NCCO)cc2)nc2c1CN(C(=O)C(C)(C)O)CC2. Reactants: CC1COCCN1c1nc(-c2ccc(NC(=O)NCCO)cc2)nc2c1CNCC2, CC(C)(O)C(=O)O. Reactants: C(C)S(=O)(=O)C1=CC=C(OC=2C(=CC3=C(NC(=N3)C3=NC=CC=C3)C2)C(C(=O)OC)O)C=C1 (methyl (6-(4-(ethylsulfonyl)phenoxy)-2-pyridin-2-yl-1H-benzimidazol-5-yl)(hydroxy)acetate), [H-].[Al+3].[Li+].[H-].[H-].[H-] (lithiumaluminium hydride), Sodium sulfate 10-hydrate. The solvent is O1CCCC1 (tetrahydrofuran). Run at temperature 0 celsius, time 10 minute. Product: C(C)S(=O)(=O)C1=CC=C(OC=2C(=CC3=C(NC(=N3)C3=NC=CC=C3)C2)C(CO)O)C=C1 (1-(6-(4-(ethylsulfonyl)phenoxy)-2-pyridin-2-yl-1H-benzimidazol-5-yl)ethane-1,2-diol). Reaction SMILES: [CH2:1]([S:3]([C:6]1[CH:33]=[CH:32][C:9]([O:10][C:11]2[C:12]([CH:26]([OH:31])[C:27](OC)=[O:28])=[CH:13][C:14]3[N:18]=[C:17]([C:19]4[CH:24]=[CH:23][CH:22]=[CH:21][N:20]=4)[NH:16][C:15]=3[CH:25]=2)=[CH:8][CH:7]=1)(=[O:5])=[O:4])[CH3:2].[H-].[Al+3].[Li+].[H-].[H-].[H-]>O1CCCC1>[CH2:1]([S:3]([C:6]1[CH:33]=[CH:32][C:9]([O:10][C:11]2[C:12]([CH:26]([OH:31])[CH2:27][OH:28])=[CH:13][C:14]3[N:18]=[C:17]([C:19]4[CH:24]=[CH:23][CH:22]=[CH:21][N:20]=4)[NH:16][C:15]=3[CH:25]=2)=[CH:8][CH:7]=1)(=[O:4])=[O:5])[CH3:2] |f:1.2.3.4.5.6|. Procedure: To a tetrahydrofuran (1.5 ml) solution of methyl (6-(4-(ethylsulfonyl)phenoxy)-2-pyridin-2-yl-1H-benzimidazol-5-yl)(hydroxy)acetate (30 mg) obtained in Example 31 (step 2), added was lithiumaluminium hydride (10 mg), and the reaction liquid was stirred at 0° C. for 10 minutes. Sodium sulfate 10-hydrate was added to the reaction liquid, and stirred overnight at room temperature. Then, the residue was removed through filtration through Celite, and the solvent was evaporated away under reduced pres... The reactants are ClC1=NC=C(C2=CC=C(C=C12)F)O (1-chloro-7-fluoro-4-hydroxyisoquinoline), C(=O)([O-])[O-].[K+].[K+] (K2CO3), C1(CC1)CBr (cyclopropylmethylbromide). The solvent is C(C)#N (acetonitrile). Run at temperature 50 celsius. The product is ClC1=NC=C(C2=CC=CC=C12)OCC (1-chloro-4-ethoxyisoquinoline). Yield: 66.6%. RXN SMILES: [Cl:1][C:2]1[C:11]2[C:6](=[CH:7][CH:8]=[C:9](F)[CH:10]=2)[C:5]([OH:13])=[CH:4][N:3]=1.C([O-])([O-])=O.[K+].[K+].[CH:20]1(CBr)C[CH2:21]1>C(#N)C>[Cl:1][C:2]1[C:11]2[C:6](=[CH:7][CH:8]=[CH:9][CH:10]=2)[C:5]([O:13][CH2:20][CH3:21])=[CH:4][N:3]=1 |f:1.2.3|. Reported procedure: To a solution of 1-chloro-7-fluoro-4-hydroxyisoquinoline (1.0 g, 5.06 mmol) in acetonitrile (10 ml) was added K2CO3 (2 g, 15.18 mmol) followed by cyclopropylmethylbromide (1.36 g, 10.12 mmol) at room temperature. The reaction mixture was heated to 50° C. for 2 hr. Solvent was evaporated under reduced pressure and the residue was diluted with water and extracted with ethyl acetate. The combined organic layer was dried over anhydrous Na2SO4 and evaporated under reduced pressure to get crude compou...